From a dataset of the Open Reaction Database (ORD), a public repository of structured organic reaction records. describe an organic reaction: reactants, conditions, products, and yield Starting materials: C1(=CC=CC=C1)P(C1=CC=CC=C1)C1=CC=CC=C1 (triphenylphosphine), BrN1C(CCC1=O)=O (N-bromosuccinimide), ClC=1C=C(C=CC1Cl)CCCO (3-(3,4-dichlorophenyl)-1-propanol). The solvent is C(Cl)Cl (methylene chloride). Run at time 2 hour. The product is BrCCCC1=CC(=C(C=C1)Cl)Cl (1-(3-bromopropyl)-3,4-dichlorobenzene). Isolated yield 92.8%. RXN SMILES: [Cl:1][C:2]1[CH:3]=[C:4]([CH2:9][CH2:10][CH2:11]O)[CH:5]=[CH:6][C:7]=1[Cl:8].C1(P(C2C=CC=CC=2)C2C=CC=CC=2)C=CC=CC=1.[Br:32]N1C(=O)CCC1=O>C(Cl)Cl>[Br:32][CH2:11][CH2:10][CH2:9][C:4]1[CH:5]=[CH:6][C:7]([Cl:8])=[C:2]([Cl:1])[CH:3]=1. Procedure: Compound 38-2 (2.82 g) was dissolved in methylene chloride (50 ml), triphenylphosphine (4.02 g) and N-bromosuccinimide (2.71 g) were added under ice-cooling, and the mixture was stirred under ice-cooling for 1 hr, and at room temperature for 2 hr. The reaction mixture was washed with water and saturated brine, and dried over anhydrous magnesium sulfate. The solvent was evaporated under reduced pressure. Diethyl ether (100 ml) was added, and the precipitated triphenylphosphine oxide was filtered ... Starting materials: C=CCOC(=O)N1CC(SC(C)=O)CC1C(=O)O, CCOC(=O)N1c2ccccc2C=CC1OCC, Cc1ccccc1, CCOC(C)=O, C=CCOC(=O)c1c(C)cccc1N. Yields the product C=CCOC(=O)c1c(C)cccc1NC(=O)C1CC(SC(C)=O)CN1C(=O)OCC=C. RXN SMILES: [C:1]([CH3:2])(=[O:3])[S:4][CH:5]1[CH2:6][CH:7]([C:16](=[O:17])[OH:18])[N:8]([C:10](=[O:11])[O:12][CH2:13][CH:14]=[CH2:15])[CH2:9]1.[CH2:33]([O:34][CH:35]1[CH:36]=[CH:37][c:38]2[c:39]([cH:40][cH:41][cH:42][cH:43]2)[N:44]1[C:45]([O:46][CH2:47][CH3:48])=[O:49])[CH3:50].[CH3:51][c:52]1[cH:53][cH:54][cH:55][cH:56][cH:57]1.[CH3:58][CH2:59][O:60][C:61](=[O:62])[CH3:63].[NH2:19][c:20]1[c:21]([C:22](=[O:23])[O:24][CH2:25][CH:26]=[CH2:27])[c:28]([CH3:32])[cH:29][cH:30][cH:31]1>>[C:1]([CH3:2])(=[O:3])[S:4][CH:5]1[CH2:6][CH:7]([C:16](=[O:18])[NH:19][c:20]2[c:21]([C:22](=[O:23])[O:24][CH2:25][CH:26]=[CH2:27])[c:28]([CH3:32])[cH:29][cH:30][cH:31]2)[N:8]([C:10](=[O:11])[O:12][CH2:13][CH:14]=[CH2:15])[CH2:9]1.